This data is from the Open Reaction Database (ORD), a public repository of structured organic reaction records. The task is: describe an organic reaction: reactants, conditions, products, and yield Starting materials: C1CCOC1, [Li]CCCC, CC(C)NC(C)C, C[Si](C)(C)C#CCCCCCl. Yields the product C[Si](C)(C)C#CC1CCC1. As a reaction SMILES: [CH2:24]1[O:25][CH2:26][CH2:27][CH2:28]1.[CH2:8]([Li:9])[CH2:10][CH2:11][CH3:12].[CH:1]([NH:2][CH:3]([CH3:4])[CH3:5])([CH3:6])[CH3:7].[Cl:13][CH2:14][CH2:15][CH2:16][CH2:17][C:18]#[C:19][Si:20]([CH3:21])([CH3:22])[CH3:23]>>[CH2:14]1[CH2:15][CH2:16][CH:17]1[C:18]#[C:19][Si:20]([CH3:21])([CH3:22])[CH3:23]. The reactants are [Si](C)(C)(C(C)(C)C)O[C@@H](CCCC(=O)OC)C#C\C=C\C=C\[C@@H](CC#C\C=C\[C@@H](CC)O[Si](C)(C)C(C)(C)C)O[Si](C)(C)C(C)(C)C ((5S,8E,10E,12R,16E,18R)-methyl 5,12,18-tris(tert-butyldimethylsilyloxy)icosa-8,10,16-trien-6,14-diynoate), CCCC[N+](CCCC)(CCCC)CCCC.[F-] (TBAF), O (water). Solvent: C1CCOC1 (THF). Conditions: time 3 hour. Product: O[C@@H](CCCC(=O)OC)C#C\C=C\C=C\[C@@H](CC#C\C=C\[C@@H](CC)O)O ((5S,8E,10E,12R,16E,18R)-methyl 5,12,18-trihydroxyicosa-8,10,16-trien-6,14-diynoate). Yield: 90.0%. As a reaction SMILES: [Si]([O:8][C@H:9]([C:17]#[C:18]/[CH:19]=[CH:20]/[CH:21]=[CH:22]/[C@H:23]([O:40][Si](C(C)(C)C)(C)C)[CH2:24][C:25]#[C:26]/[CH:27]=[CH:28]/[C@H:29]([O:32][Si](C(C)(C)C)(C)C)[CH2:30][CH3:31])[CH2:10][CH2:11][CH2:12][C:13]([O:15][CH3:16])=[O:14])(C(C)(C)C)(C)C.CCCC[N+](CCCC)(CCCC)CCCC.[F-].O>C1COCC1>[OH:8][C@H:9]([C:17]#[C:18]/[CH:19]=[CH:20]/[CH:21]=[CH:22]/[C@H:23]([OH:40])[CH2:24][C:25]#[C:26]/[CH:27]=[CH:28]/[C@H:29]([OH:32])[CH2:30][CH3:31])[CH2:10][CH2:11][CH2:12][C:13]([O:15][CH3:16])=[O:14] |f:1.2|. Procedure details: A solution of the product of Example 4 (40 mg, 0.065 mmol) in THF (1 ml) was treated with 1.0 M TBAF (0.32 ml, 0.32 mmol) at 0° C. The reaction was stirred for 3 h and then poured into water and extracted with ether. The ether extracts were washed with brine, dried and concentrated. The ethereal solution was then treated with an excess of freshly prepared diazomethane in ether to convert the free acid to the product. Flash column chromatography (silica gel, 4% MeOH/CH2Cl2) afforded the pure prod...